From a dataset of the Open Reaction Database (ORD), a public repository of structured organic reaction records. describe an organic reaction: reactants, conditions, products, and yield Starting materials: COC1=CC2=CC=CC=C2NC3=CC=CC=C31 (10-methoxyiminostilbene), ClC1=CC=C(C(=O)O)C=C1 (para-chlorobenzoic acid), [O-]C#N.[Na+] (sodium cyanate). Solvent: C1(=CC=CC=C1)C (toluene). Yields the product C=1C=CC2=C(C1)CC(=O)C=3C=CC=CC3N2C(=O)N (oxcarbazepine). The yield is 38.9%. As a reaction SMILES: C[O:2][C:3]1[C:17]2[C:12](=[CH:13][CH:14]=[CH:15][CH:16]=2)[NH:11][C:10]2[C:5](=[CH:6][CH:7]=[CH:8][CH:9]=2)[CH:4]=1.ClC1C=CC(C(O)=O)=CC=1.[O-:28][C:29]#[N:30].[Na+]>C1(C)C=CC=CC=1>[CH:7]1[CH:8]=[CH:9][C:10]2[N:11]([C:29]([NH2:30])=[O:28])[C:12]3[CH:13]=[CH:14][CH:15]=[CH:16][C:17]=3[C:3](=[O:2])[CH2:4][C:5]=2[CH:6]=1 |f:2.3|. Procedure details: A mixture of 100 gms of 10-methoxyiminostilbene in 1000 mL of toluene containing 351 gms of para-chlorobenzoic acid and 370 gms of sodium cyanate were heated to reflux and refluxed for 12 hours. The reaction mixture was then cooled to room temperature and filtered. The clear toluene filtrate was then washed with 5% sodium carbonate solution followed by water. The toluene layer was then added to 1000 mL of 2N hydrochloric acid and the mixture was heated at 75-80° C. for a period of 2 hours under ... Reactants: O=C([O-])[O-], N#Cc1cccc(C2(O)C3CCC2CN(Cc2ccccc2)C3)c1, CS(C)=O, [K+], [K+], OO. The product is NC(=O)c1cccc(C2(O)C3CCC2CN(Cc2ccccc2)C3)c1. As a reaction SMILES: [C:25]([O-:26])(=[O:27])[O-:28].[CH2:1]([c:2]1[cH:3][cH:4][cH:5][cH:6][cH:7]1)[N:8]1[CH2:9][CH:10]2[CH2:11][CH2:12][CH:13]([CH2:14]1)[C:15]2([OH:16])[c:17]1[cH:18][c:19]([C:20]#[N:21])[cH:22][cH:23][cH:24]1.[CH3:33][S:34]([CH3:35])=[O:36].[K+:29].[K+:30].[OH:31][OH:32]>>[CH2:1]([c:2]1[cH:3][cH:4][cH:5][cH:6][cH:7]1)[N:8]1[CH2:9][CH:10]2[CH2:11][CH2:12][CH:13]([CH2:14]1)[C:15]2([OH:16])[c:17]1[cH:18][c:19]([C:20]([NH2:21])=[O:26])[cH:22][cH:23][cH:24]1. Reactants: C1(C=CC(C2=CC=CC=C12)=O)=O (1,4-naphthoquinone). Reagents/catalysts: [Pt]=O (platinum oxide). Solvent: C(C)(=O)O (acetic acid). Run at time 24 hour. Product: OC1CCC(C2=CC=CC=C12)O (1,4-dihydroxytetralin). The yield is 58.3%. RXN SMILES: [C:1]1(=[O:12])[C:10]2[C:5](=[CH:6][CH:7]=[CH:8][CH:9]=2)[C:4](=[O:11])[CH:3]=[CH:2]1>C(O)(=O)C.[Pt]=O>[OH:11][CH:4]1[C:5]2[C:10](=[CH:9][CH:8]=[CH:7][CH:6]=2)[CH:1]([OH:12])[CH2:2][CH2:3]1. Reported procedure: To a solution of 1,4-naphthoquinone (10 g, 63.3 mM) in glacial acetic acid were added platinum oxide (0.75 g, 3.3 mM) and the mixture was hydrogenated in a Parr apparatus under a pressure of 30-40 psi for about 24 h at room temperature. The catalyst was filtered off, the acetic acid was evaporated under vacuum, the residue was dissolved in hot water (200 ml) and the solution cooled to give crystalline 1,4-dihydroxytetralin in 58.3% yield (4.0 g). Starting materials: CN1N=C(CC=2C1=NC=NC2C2=CC=CC=C2)C (1,3-dimethyl-5-phenyl-1,4-dihydropyridazino[3,4-d]pyrimidine), [BH4-].[Na+] (sodium borohydride), B(O)(O)O (boric acid). The solvent is C1CCOC1 (THF). Reaction conditions: time 2 hour. Product: CN1NC(CC=2C1=NC=NC2C2=CC=CC=C2)C (1,3-dimethyl-5-phenyl-1,2,3,4-tetrahydropyridazino[3,4-d]pyrimidine). Isolated yield 36.2%. RXN SMILES: [CH3:1][N:2]1[C:7]2=[N:8][CH:9]=[N:10][C:11]([C:12]3[CH:17]=[CH:16][CH:15]=[CH:14][CH:13]=3)=[C:6]2[CH2:5][C:4]([CH3:18])=[N:3]1.[BH4-].[Na+].B(O)(O)O>C1COCC1>[CH3:1][N:2]1[C:7]2=[N:8][CH:9]=[N:10][C:11]([C:12]3[CH:17]=[CH:16][CH:15]=[CH:14][CH:13]=3)=[C:6]2[CH2:5][CH:4]([CH3:18])[NH:3]1 |f:1.2|. Procedure details: To a stirred solution of 1,3-dimethyl-5-phenyl-1,4-dihydropyridazino[3,4-d]pyrimidine (260 mg) in dry THF (15 mL), sodium borohydride (414 mg) was slowly added, followed by boric acid (670 mg) under nitrogen atmosphere at 0° C. The reaction mixture was stirred at room temperature for 2 hours and solvents were removed under reduced pressure. The resulting oil was diluted with dichloromethane (50 mL), washed with 10% NaHCO3 (10 mL) and brine (10 mL). The organic layer was dried over anhydrous Na2S... The reactants are CC1(C)N=C(c2ccccn2)c2cc(C(=O)O)ccc2O1, CCOCC, C=[N+]=[N-], C1CCOC1. Product: COC(=O)c1ccc2c(c1)C(c1ccccn1)=NC(C)(C)O2. As a reaction SMILES: [C:4](=[O:5])([OH:6])[c:7]1[cH:8][cH:9][c:10]2[c:11]([cH:24]1)[C:12]([c:18]1[n:19][cH:20][cH:21][cH:22][cH:23]1)=[N:13][C:14]([CH3:16])([CH3:17])[O:15]2.[CH3:25][CH2:26][O:27][CH2:28][CH3:29].[N+:1](=[N-:2])=[CH2:3].[O:30]1[CH2:31][CH2:32][CH2:33][CH2:34]1>>[CH3:3][O:5][C:4](=[O:6])[c:7]1[cH:8][cH:9][c:10]2[c:11]([cH:24]1)[C:12]([c:18]1[n:19][cH:20][cH:21][cH:22][cH:23]1)=[N:13][C:14]([CH3:16])([CH3:17])[O:15]2.